This data is from the Open Reaction Database (ORD), a public repository of structured organic reaction records. The task is: describe an organic reaction: reactants, conditions, products, and yield Run at time 3 hour. Yields the product [N+](=O)([O-])C=1C=C(C=CC1)N/N=C/CC ((E)-1-(3-nitrophenyl)-2-propylidenehydrazine). The solvent is C(C)O (ethanol). Reactants: C(CC)=O (propionaldehyde), ice water, [OH-].[Na+] (Sodium hydroxide), Cl.[N+](=O)([O-])C=1C=C(C=CC1)NN ((3-nitrophenyl)hydrazine hydrochloride), C(C)(=O)O (Acetic acid). Procedure: Sodium hydroxide solution (10%, 15 mL) was added slowly to a stirred suspension of (3-nitrophenyl)hydrazine hydrochloride (1.89 g, 10 mmol) in ethanol (20 mL) until pH 6. Acetic acid (5 mL) was added to the mixture followed by propionaldehyde (0.7 g, 12 mmol). After stirring for 3 h at room temperature, the mixture was poured into ice-water and the resulting precipitate was isolated by filtration, washed with water and dried in air to obtain (E)-1-(3-nitrophenyl)-2-propylidenehydrazine, which wa... RXN SMILES: [OH-].[Na+].Cl.[N+:4]([C:7]1[CH:8]=[C:9]([NH:13][NH2:14])[CH:10]=[CH:11][CH:12]=1)([O-:6])=[O:5].C(O)(=O)C.[CH:19](=O)[CH2:20][CH3:21]>C(O)C>[N+:4]([C:7]1[CH:8]=[C:9]([NH:13]/[N:14]=[CH:19]/[CH2:20][CH3:21])[CH:10]=[CH:11][CH:12]=1)([O-:6])=[O:5] |f:0.1,2.3|. Starting materials: [N+](=O)(O)[O-] (nitric acid), O (water), CC1(CCC(C2=CC=CC=C12)(C)C)C (1,2,3,4-tetrahydro-1,1,4,4-tetramethylnaphthalene). Solvent: C(C)(=O)O (acetic acid), C(C)(=O)O (acetic acid), C(C)(=O)OC(C)=O (acetic anhydride). Reaction conditions: time 8 hour. Product: [N+](=O)([O-])C1=CC=2C(CCC(C2C=C1)(C)C)(C)C (2-nitro-5,6,7,8-tetrahydro-5,5,8,8-tetramethylnaphthalene). Reaction SMILES: [N+:1]([O-:4])(O)=[O:2].[CH3:5][C:6]1([CH3:18])[C:15]2[C:10](=[CH:11][CH:12]=[CH:13][CH:14]=2)[C:9]([CH3:17])([CH3:16])[CH2:8][CH2:7]1.O>C(O)(=O)C.C(OC(=O)C)(=O)C>[N+:1]([C:13]1[CH:12]=[CH:11][C:10]2[C:9]([CH3:17])([CH3:16])[CH2:8][CH2:7][C:6]([CH3:18])([CH3:5])[C:15]=2[CH:14]=1)([O-:4])=[O:2]. Procedure details: 77.2 ml of glacial acetic acid and 20.8 ml of nitric acid (98% strength) were mixed while cooling and then added dropwise within 2 hours to a solution of 65.8 g (0.35 mol) of 1,2,3,4-tetrahydro-1,1,4,4-tetramethylnaphthalene in 154 ml of glacial acetic acid and 257 ml of acetic anhydride in a salt/ice bath. After the addition was complete, the reaction mixture was warmed to room temperature and stirred overnight. The solution was then poured into water, and the precipitate was filtered off with ... Solvent: C(C)O (ethanol). Product: C1(=CC=CC=C1)C1=NN(C(=C1CC[C@H](C[C@H](CC(=O)OCC)O)O)C1=CC=CC=C1)C1=NC(=NC=C1)NC1=CC=CC=C1 ((3R,5R)-ethyl 7-(3,5-diphenyl-1-(2-(phenylamino)pyrimidin-4-yl)-1H-pyrazol-4-yl)-3,5-dihydroxyheptanoate), 32. The reagents and catalysts are [Pd] (palladium on carbon). Reaction conditions: temperature 86 celsius, time 16 hour. Reaction SMILES: [C:1]1([C:7]2[C:11](/[CH:12]=[CH:13]/[C@@H:14]([OH:24])[CH2:15][C@@H:16]([OH:23])[CH2:17][C:18]([O:20][CH2:21][CH3:22])=[O:19])=[C:10]([C:25]3[CH:30]=[CH:29][CH:28]=[CH:27][CH:26]=3)[N:9]([C:31]3[CH:36]=[CH:35][N:34]=[C:33]([NH:37][C:38]4[CH:43]=[CH:42][CH:41]=[CH:40][CH:39]=4)[N:32]=3)[N:8]=2)[CH:6]=[CH:5][CH:4]=[CH:3][CH:2]=1.C([O-])=O.[NH4+]>[Pd].C(O)C>[C:1]1([C:7]2[C:11]([CH2:12][CH2:13][C@@H:14]([OH:24])[CH2:15][C@@H:16]([OH:23])[CH2:17][C:18]([O:20][CH2:21][CH3:22])=[O:19])=[C:10]([C:25]3[CH:26]=[CH:27][CH:28]=[CH:29][CH:30]=3)[N:9]([C:31]3[CH:36]=[CH:35][N:34]=[C:33]([NH:37][C:38]4[CH:39]=[CH:40][CH:41]=[CH:42][CH:43]=4)[N:32]=3)[N:8]=2)[CH:2]=[CH:3][CH:4]=[CH:5][CH:6]=1 |f:1.2|. The reactants are C(=O)[O-].[NH4+] (ammonium formate), C1(=CC=CC=C1)C1=NN(C(=C1/C=C/[C@H](C[C@H](CC(=O)OCC)O)O)C1=CC=CC=C1)C1=NC(=NC=C1)NC1=CC=CC=C1 ((3R,5S,E)-ethyl 7-(3,5-diphenyl-1-(2-(phenylamino)pyrimidin-4-yl)-1H-pyrazol-4-yl)-3,5-dihydroxyhept-6-enoate), 28, C(=O)[O-].[NH4+] (ammonium formate). Procedure details: A flask containing (3R,5S,E)-ethyl 7-(3,5-diphenyl-1-(2-(phenylamino)pyrimidin-4-yl)-1H-pyrazol-4-yl)-3,5-dihydroxyhept-6-enoate, 28 (0.227 g), ammonium formate (0.500 g) and palladium on carbon (0.050 g) in ethanol (10 mL) is heated to 86° C. for 2 h adding extra portions of catalyst and ammonium formate every 45 min. The reaction mixture is left at ambient temperature for 16 h, then filtered through celite and concentrated. The resulting residue is partitioned between ethyl acetate and water a... Run in C1(=CC=CC=C1)C (toluene). Reported procedure: 1,3-Dibromo-2-methylbenzene (5.01 g) and N-methylaniline (1.00 g) were added to toluene (65 mL). The solution was degassed and flushed with nitrogen three times. Cesium carbonate (9.12 g), 2,2′-bis(diphenylphosphino)-1,1′-binaphthyl (0.872 g), and palladium (II) acetate (0.314 g) were added. The solution was degassed and flushed with nitrogen and then heated to 85° C. for 72 hours. The solution was cooled, added to 1 M aqueous HCl, and extracted with diethyl ether. The extract was washed with br... Product: BrC=1C(=C(C=CC1)N(C1=CC=CC=C1)C)C ((3-bromo-2-methyl-phenyl)-methyl-phenyl-amine). Reaction SMILES: Br[C:2]1[CH:7]=[CH:6][CH:5]=[C:4]([Br:8])[C:3]=1[CH3:9].[CH3:10][NH:11][C:12]1[CH:17]=[CH:16][CH:15]=[CH:14][CH:13]=1>C1(C)C=CC=CC=1>[Br:8][C:4]1[C:3]([CH3:9])=[C:2]([N:11]([CH3:10])[C:12]2[CH:17]=[CH:16][CH:15]=[CH:14][CH:13]=2)[CH:7]=[CH:6][CH:5]=1. Conditions: temperature 85 celsius. The reactants are BrC1=C(C(=CC=C1)Br)C (1,3-Dibromo-2-methylbenzene), CNC1=CC=CC=C1 (N-methylaniline). Reaction SMILES: [S:1]1[CH:5]=[CH:4][C:3]2[CH:6]=[CH:7][CH:8]=[CH:9][C:2]1=2.[CH:10](=[O:17])[C:11]1[CH:16]=[CH:15][CH:14]=[CH:13][CH:12]=1>>[S:1]1[C:5]([CH:10]([C:11]2[CH:16]=[CH:15][CH:14]=[CH:13][CH:12]=2)[OH:17])=[CH:4][C:3]2[CH:6]=[CH:7][CH:8]=[CH:9][C:2]1=2. The reactants are S1C2=C(C=C1)C=CC=C2 (benzo[b]thiophene), C(C1=CC=CC=C1)=O (benzaldehyde). Procedure: Using general procedure B, benzo[b]thiophene was reacted with benzaldehyde to give benzo[b]thiophen-2-yl-phenyl-methanol as a colorless solid. MS: 223.1 ([M+H—H2O]+). Product: S1C2=C(C=C1C(O)C1=CC=CC=C1)C=CC=C2 (benzo[b]thiophen-2-yl-phenyl-methanol).